Task: describe an organic reaction: reactants, conditions, products, and yield. Dataset: the Open Reaction Database (ORD), a public repository of structured organic reaction records Starting materials: CC(=O)C1=CC(OC)=C(O)C=C1 (acetovanillone), BrCCCCCl (1-bromo-4-chlorobutane), C([O-])([O-])=O.[K+].[K+] (potassium carbonate). The solvent is CC(=O)C (acetone). Yields the product ClCCCCOC1=C(C=C(C=C1)C(C)=O)OC (1-[4-(4-Chlorobutoxy)-3-methoxyphenyl]ethanone). Yield: 95.0%. As a reaction SMILES: [CH3:1][C:2]([C:4]1[CH:12]=[CH:11][C:9]([OH:10])=[C:6]([O:7][CH3:8])[CH:5]=1)=[O:3].Br[CH2:14][CH2:15][CH2:16][CH2:17][Cl:18].C(=O)([O-])[O-].[K+].[K+]>CC(C)=O>[Cl:18][CH2:17][CH2:16][CH2:15][CH2:14][O:10][C:9]1[CH:11]=[CH:12][C:4]([C:2](=[O:3])[CH3:1])=[CH:5][C:6]=1[O:7][CH3:8] |f:2.3.4|. Procedure: A mixture of 16.6 g (0.1 mole) of acetovanillone, 34.3 g (0.2 mole) of 1-bromo-4-chlorobutane and 41.4 g (0.3 mole) of anhydrous potassium carbonate in 500 ml of acetone was heated at reflux for 18 hr. The mixture was cooled, filtered, and the filtrate concentrated under reduced pressure to give an oil which readily crystallized. The solid was triturated with petroleum ether (30°-60° C.), collected by filtration, and dried to yield 24.4 g (95%) of title compound as an off-white solid. An analyti... Reactants: ClC1=C(C(OC2=CC=CC=C12)C1=CC=CC=C1)C=O (4-chloro-3-formyl-flav-3-ene), [F-].[Cs+] (cesium fluoride), O (water). The solvent is CN(C=O)C (dimethylformamide). The product is FC1=C(C(OC2=CC=CC=C12)C1=CC=CC=C1)C=O (4-fluoro-3-formyl-flav-3-ene). RXN SMILES: Cl[C:2]1[C:11]2[C:6](=[CH:7][CH:8]=[CH:9][CH:10]=2)[O:5][CH:4]([C:12]2[CH:17]=[CH:16][CH:15]=[CH:14][CH:13]=2)[C:3]=1[CH:18]=[O:19].[F-:20].[Cs+].O>CN(C)C=O>[F:20][C:2]1[C:11]2[C:6](=[CH:7][CH:8]=[CH:9][CH:10]=2)[O:5][CH:4]([C:12]2[CH:17]=[CH:16][CH:15]=[CH:14][CH:13]=2)[C:3]=1[CH:18]=[O:19] |f:1.2|. Procedure: A solution of 1.35 g 4-chloro-3-formyl-flav-3-ene and 7.6 g cesium fluoride in 10 ml dimethylformamide is stirred at 110° C. over 40 minutes. After cooling to room temperature water is added and the solution is extracted with methylene chloride. The organic phase is washed with water, and dried over magnesium sulfate. The solid residue is purified by column chromatography and the best fractions are crystallised in hexane. Pure 4-fluoro-3-formyl-flav-3-ene is obtained as yellow crystals; m.p. 114... The reactants are ClC=1C(=NC=C(C(=O)Cl)C1)Cl (5,6-dichloronicotinoylchloride), C(C1=CC=CC=C1)C1=C(C=C(C=C1Cl)[N+](=O)[O-])Cl (4-benzyl-3,5-dichloronitrobenzene). The product is ClC1=NC=C(C=C1Cl)C(C1=CC=C(C=C1)CC1=C(C=C(C=C1Cl)[N+](=O)[O-])Cl)=O (2,3-Dichloro-5-[4-(2,6-dichloro-4-nitrobenzyl)benzoyl]pyridine). Yield: 28.5%. As a reaction SMILES: [Cl:1][C:2]1[C:3]([Cl:11])=[N:4][CH:5]=[C:6]([CH:10]=1)[C:7](Cl)=[O:8].[CH2:12]([C:19]1[C:24]([Cl:25])=[CH:23][C:22]([N+:26]([O-:28])=[O:27])=[CH:21][C:20]=1[Cl:29])[C:13]1[CH:18]=[CH:17][CH:16]=[CH:15][CH:14]=1>>[Cl:11][C:3]1[C:2]([Cl:1])=[CH:10][C:6]([C:7](=[O:8])[C:16]2[CH:17]=[CH:18][C:13]([CH2:12][C:19]3[C:20]([Cl:29])=[CH:21][C:22]([N+:26]([O-:28])=[O:27])=[CH:23][C:24]=3[Cl:25])=[CH:14][CH:15]=2)=[CH:5][N:4]=1. Procedure: The title compound was prepared as pale yellow crystals at yield of 28.5%, in a similar manner as in Reference Example 1, by the reaction of 5,6-dichloronicotinoylchloride and 4-benzyl-3,5-dichloronitrobenzene. Starting materials: COCCc1cc2ccccc2n1-c1ccc(OCc2ccccc2)cc1, CO, C1CCOC1. Yields the product COCCc1cc2ccccc2n1-c1ccc(O)cc1. As a reaction SMILES: [CH2:1]([c:2]1[cH:3][cH:4][cH:5][cH:6][cH:7]1)[O:8][c:9]1[cH:10][cH:11][c:12](-[n:15]2[c:16]([CH2:24][CH2:25][O:26][CH3:27])[cH:17][c:18]3[cH:19][cH:20][cH:21][cH:22][c:23]23)[cH:13][cH:14]1.[CH3:33][OH:34].[O:28]1[CH2:29][CH2:30][CH2:31][CH2:32]1>>[OH:8][c:9]1[cH:10][cH:11][c:12](-[n:15]2[c:16]([CH2:24][CH2:25][O:26][CH3:27])[cH:17][c:18]3[cH:19][cH:20][cH:21][cH:22][c:23]23)[cH:13][cH:14]1. The reactants are N1=C(C=CC=C1)C(=O)NCCCOS(=O)(=O)C (methanesulfonic acid 3-[(pyridine-2-carbonyl)-amino]-propyl ester), [Br-].[Li+] (lithium bromide). Solvent: CC(=O)C (acetone). Yields the product BrCCCNC(=O)C1=NC=CC=C1 (Pyridine-2-carboxylic acid (3-bromo-propyl)-amide). The yield is 81.3%. As a reaction SMILES: [N:1]1[CH:6]=[CH:5][CH:4]=[CH:3][C:2]=1[C:7]([NH:9][CH2:10][CH2:11][CH2:12]OS(C)(=O)=O)=[O:8].[Br-:18].[Li+]>CC(C)=O>[Br:18][CH2:12][CH2:11][CH2:10][NH:9][C:7]([C:2]1[CH:3]=[CH:4][CH:5]=[CH:6][N:1]=1)=[O:8] |f:1.2|. Reported procedure: A mixture of methanesulfonic acid 3-[(pyridine-2-carbonyl)-amino]-propyl ester (Example 57a) (1.96 g) and lithium bromide (3.29 g) in acetone (19 mL) was heated to reflux for 2 h. The reaction mixture was cooled to room temperature, concentrated in vacuo and the residue partitioned between EtOAc/H2O (60 mL, 1:1). The phases were separated and the aqueous phase further extracted with EtOAc (2×25 mL). The combined organics were dried (MgSO4) and concentrated in vacuo to a brown oil which solidifie... Reactants: FC1=CC=C(C=C1)CC(=O)O (p-fluorophenyl acetic acid), C[N+](=CCl)C.[Cl-] (Vilsmeier reagent). Yields the product CN(C=C(C=O)C1=CC=C(C=C1)F)C (3-(dimethylamino)-2-(4-fluorophenyl)-2-propenal). As a reaction SMILES: [F:1][C:2]1[CH:7]=[CH:6][C:5]([CH2:8][C:9]([OH:11])=O)=[CH:4][CH:3]=1.[CH3:12][N+:13]([CH3:16])=[CH:14]Cl.[Cl-]>>[CH3:12][N:13]([CH3:16])[CH:14]=[C:8]([C:5]1[CH:4]=[CH:3][C:2]([F:1])=[CH:7][CH:6]=1)[CH:9]=[O:11] |f:1.2|. Procedure details: In a manner similar to Example 1, p-fluorophenyl acetic acid is treated with Vilsmeier reagent to produce 3-(dimethylamino)-2-(4-fluorophenyl)-2-propenal. Treatment of this product with cyanoacetamide and sodium methoxide provides 1,2-dihydro-5-(4-fluorophenyl)-2-oxo-3-pyridinecarbonitrile. Hydrolysis of this product with acid gives 1,2-dihydro-5-(4-fluorophenyl)-2-oxo-3-pyridinecarboxylic acid. Treatment of this product with quinoline affords 5-(4-fluorophenyl)-2(1H)-pyridone, which is reacted ... Starting materials: CC1C(=O)N(Cc2ccccc2)CC1NC(=O)OC(C)(C)C, O=C(O)C(F)(F)F. The product is CC1C(=O)N(Cc2ccccc2)CC1N. Reaction SMILES: [CH2:1]([c:2]1[cH:3][cH:4][cH:5][cH:6][cH:7]1)[N:8]1[C:9](=[O:22])[CH:10]([CH3:21])[CH:11]([NH:13][C:14]([O:15][C:16]([CH3:17])([CH3:18])[CH3:19])=[O:20])[CH2:12]1.[OH:23][C:24]([C:25]([F:26])([F:27])[F:28])=[O:29]>>[CH2:1]([c:2]1[cH:3][cH:4][cH:5][cH:6][cH:7]1)[N:8]1[C:9](=[O:22])[CH:10]([CH3:21])[CH:11]([NH2:13])[CH2:12]1.